This data is from the Open Reaction Database (ORD), a public repository of structured organic reaction records. The task is: describe an organic reaction: reactants, conditions, products, and yield Starting materials: C=C (ethylene), C=CC (propylene). Yields the product C=C.C=CC (ethylene/propylene), C=C (ethylene), C=CC (propylene). RXN SMILES: [CH2:1]=[CH2:2].[CH2:3]=[CH:4][CH3:5]>>[CH2:3]=[CH2:4].[CH2:3]=[CH:4][CH3:5].[CH2:1]=[CH2:2].[CH2:3]=[CH:4][CH3:5] |f:2.3|. Procedure details: The first fractionator of unit 2, as noted before, is charged with 16,696 kg/hr of ethylene and 3,095 kg/hr of propylene from unit 4 and an ethylene/propylene recycle stream amounting to 3,350 kg/hr of ethylene and 9,675 kg/hr of propylene obtained from the effluent of the disproportionation reactor of unit 2. After separation, one stream consisting of 18,720 kg/hr of ethylene and 280 kg/hr of propylene is passed to cleavage unit 4. The bottoms, amounting to 1,326 kg/hr of ethylene and 12,490 kg... Reactants: CCOC(=O)c1cc2ccc(CBr)cc2o1, C1CCNCC1, CC(C)=O, [K+], [K+], O=C([O-])[O-], C1COCCOCCOCCOCCOCCO1. As a reaction SMILES: [Br:31][CH2:32][c:33]1[cH:34][c:35]2[c:36]([cH:37][c:38]([C:40](=[O:41])[O:42][CH2:43][CH3:44])[o:39]2)[cH:45][cH:46]1.[CH2:1]1[CH2:2][CH2:3][NH:4][CH2:5][CH2:6]1.[CH3:47][C:48](=[O:49])[CH3:50].[K+:7].[K+:8].[O-:9][C:10]([O-:11])=[O:12].[O:13]1[CH2:14][CH2:15][O:16][CH2:17][CH2:18][O:19][CH2:20][CH2:21][O:22][CH2:23][CH2:24][O:25][CH2:26][CH2:27][O:28][CH2:29][CH2:30]1>>[CH2:1]1[CH2:2][CH2:3][N:4]([CH2:32][c:33]2[cH:34][c:35]3[c:36]([cH:37][c:38]([C:40](=[O:41])[O:42][CH2:43][CH3:44])[o:39]3)[cH:45][cH:46]2)[CH2:5][CH2:6]1. Product: CCOC(=O)c1cc2ccc(CN3CCCCC3)cc2o1. Starting materials: CC1=C(C=CC=C1C)NCC(=C)C (2,3-dimethyl-N-(2-methyl-2-propenyl)benzeneamine), C=1(C(=CC=CC1)C)C (xylene), C(C)(=O)[O-].[Na+] (sodium acetate). Reagents/catalysts: [Cl-].[Zn+2].[Cl-] (zinc chloride). Run in O (water). Reaction conditions: temperature 150 celsius, time 3.5 hour. Yields the product CC1(NC2=C(C(=CC=C2C1)C)C)C (2,3-Dihydro-2,2,6,7-tetramethyl 1H-indole). Isolated yield 77.0%. Reaction SMILES: C[C:2]1C(C)=CC=[CH:4][C:3]=1[NH:9]CC(C)=C.[C:14]([O-])(=O)C.[Na+].[C:19]1([CH3:26])[C:20]([CH3:25])=[CH:21][CH:22]=[CH:23][CH:24]=1>O.[Cl-].[Zn+2].[Cl-]>[CH3:2][C:3]1([CH3:14])[CH2:4][C:23]2[C:24](=[C:19]([CH3:26])[C:20]([CH3:25])=[CH:21][CH:22]=2)[NH:9]1 |f:1.2,5.6.7|. Procedure: To a solution of 2,3-dimethyl-N-(2-methyl-2-propenyl)benzeneamine (3.77 g, 21.5 mmol) in xylene (35 mL) was added zinc chloride (8.80 g, 64.6 mmol), and the mixture was stirred at 150° C. for 3.5 hours. Heating was stopped, and a solution of sodium acetate (10.6 g, 0.129 mol) in water (30 mL) was carefully added dropwise to the resulting hot mixture. The resulting solution was cooled, the organic layer was separated, and the aqueous layer was extracted with toluene. The combined organic layers w... Starting materials: C(C1=CC=CC=C1)OC(=O)N1CC(C1)OC=1C(=NC=CN1)C1=CCN(CC1)C(=O)OC(C)(C)C (tert-butyl 4-(3-(1-(benzyloxycarbonyl) azetidin-3-yloxy)pyrazin-2-yl)-5,6-dihydropyridine-1(2H)-carboxylate), Cl (hydrogen chloride). The solvent is C(Cl)Cl (DCM). Reaction conditions: time 3 hour. Product: Cl.Cl.Cl.ClC1(CCNCC1)C=1C(=NC=CN1)OC1CN(C1)C(=O)OCC1=CC=CC=C1 (Benzyl 3-((3-(4-Chloropiperidin-4-yl)Pyrazin-2-yl)Oxy)Azetidine-1-Carboxylate Trihydrochloride Salt). RXN SMILES: [CH2:1]([O:8][C:9]([N:11]1[CH2:14][CH:13]([O:15][C:16]2[C:17]([C:22]3[CH2:27][CH2:26][N:25](C(OC(C)(C)C)=O)[CH2:24][CH:23]=3)=[N:18][CH:19]=[CH:20][N:21]=2)[CH2:12]1)=[O:10])[C:2]1[CH:7]=[CH:6][CH:5]=[CH:4][CH:3]=1.[ClH:35]>C(Cl)Cl>[ClH:35].[ClH:35].[ClH:35].[Cl:35][C:22]1([C:17]2[C:16]([O:15][CH:13]3[CH2:14][N:11]([C:9]([O:8][CH2:1][C:2]4[CH:7]=[CH:6][CH:5]=[CH:4][CH:3]=4)=[O:10])[CH2:12]3)=[N:21][CH:20]=[CH:19][N:18]=2)[CH2:27][CH2:26][NH:25][CH2:24][CH2:23]1 |f:3.4.5.6|. Procedure: To a stirred solution of tert-butyl 4-(3-(1-(benzyloxycarbonyl) azetidin-3-yloxy)pyrazin-2-yl)-5,6-dihydropyridine-1(2H)-carboxylate (see PREPARATION P28.3; 0.72 g, 1.543 mmol) in DCM (5 ml) was added hydrogen chloride (3.09 mL, 12.35 mmol). The reaction mixture was stirred for 3 hours, concentrated to dryness and used in the next step. The mixture also contained 1:1 ratio of benzyl 3-((3-(1,2,3,6-tetrahydropyridin-4-yl)pyrazin-2-yl)oxy)azetidine-1-carboxylate trihydrochloride salt. MS (m+2): 40... The solvent is O (water), CC(=O)O (AcOH). Procedure details: A solution of methyl ester 351 (250 mg, 0.94 mmol) in AcOH (10 ml) was treated with conc. HCl (5 ml) and the reaction mixture was heated at 120° C. for 2 hrs, cooled and evaporated to produce a solid residue which was re-suspended in water and collected by filtration to afford the title compound (98 mg, 41% yield). LRMS: 251.3 (calcd.), 250.1 [M−H]− (found). As a reaction SMILES: C[O:2][C:3](=[O:18])[C:4]1[CH:9]=[CH:8][C:7]([CH2:10][CH:11]2[S:15][C:14](=[O:16])[NH:13][C:12]2=[O:17])=[CH:6][CH:5]=1.Cl>CC(O)=O.O>[O:16]=[C:14]1[NH:13][C:12](=[O:17])[CH:11]([CH2:10][C:7]2[CH:8]=[CH:9][C:4]([C:3]([OH:18])=[O:2])=[CH:5][CH:6]=2)[S:15]1. The yield is 41.5%. Run at temperature 120 celsius. Product: O=C1SC(C(N1)=O)CC1=CC=C(C(=O)O)C=C1 (4-(2,4-Dioxo-thiazolidin-5-ylmethyl)-benzoic acid). The reactants are COC(C1=CC=C(C=C1)CC1C(NC(S1)=O)=O)=O (4-(2,4-Dioxo-thiazolidin-5-ylmethyl)-benzoic acid methyl ester), Cl (HCl). Starting materials: CCCC[N+](CCCC)(CCCC)CCCC, C1CCOC1, CCOC(C)=O, [F-], C[Si](C)(C)C#CC(=O)C(c1cccc(-c2ccc(F)cc2F)n1)c1c(F)cc(C#N)cc1F, O. Product: C#CC(=O)C(c1cccc(-c2ccc(F)cc2F)n1)c1c(F)cc(C#N)cc1F. As a reaction SMILES: [CH2:36]([N+:37]([CH2:38][CH2:39][CH2:40][CH3:41])([CH2:42][CH2:43][CH2:44][CH3:45])[CH2:46][CH2:47][CH2:48][CH3:49])[CH2:50][CH2:51][CH3:52].[CH2:53]1[O:54][CH2:55][CH2:56][CH2:57]1.[CH3:58][CH2:59][O:60][C:61]([CH3:62])=[O:63].[F-:35].[F:1][c:2]1[c:3](-[c:9]2[cH:10][cH:11][cH:12][c:13]([CH:15]([C:16]([C:17]#[C:18][Si:19]([CH3:20])([CH3:21])[CH3:22])=[O:23])[c:24]3[c:25]([F:33])[cH:26][c:27]([C:28]#[N:29])[cH:30][c:31]3[F:32])[n:14]2)[cH:4][cH:5][c:6]([F:8])[cH:7]1.[OH2:34]>>[F:1][c:2]1[c:3](-[c:9]2[cH:10][cH:11][cH:12][c:13]([CH:15]([C:16]([C:17]#[CH:18])=[O:23])[c:24]3[c:25]([F:33])[cH:26][c:27]([C:28]#[N:29])[cH:30][c:31]3[F:32])[n:14]2)[cH:4][cH:5][c:6]([F:8])[cH:7]1.